Dataset: the Open Reaction Database (ORD), a public repository of structured organic reaction records. Task: describe an organic reaction: reactants, conditions, products, and yield The reactants are Cl.Cl.NC1=CC(=C(C(=O)NCC2CCNCC2)C=C1Cl)OC (4-Amino-5-chloro-2-methoxy-N-(piperidin-4-ylmethyl)benzamide dihydrochloride), C([O-])([O-])=O.[K+].[K+] (potassium carbonate), BrCCCCCC(=O)C=1C2=C(SC1)C=CC=C2 (6-bromo-1-(3-benzo[b]thienyl)-1-hexanone). Product: NC1=CC(=C(C(=O)NCC2CCN(CC2)CCCCCC(=O)C=2C3=C(SC2)C=CC=C3)C=C1Cl)OC (4-amino-5-chloro-N-((1-(6-(3-benzo[b]thienyl)-6-oxohexyl)piperidin-4-yl)-methyl)-2-methoxybenzamide). The yield is 44.9%. As a reaction SMILES: Cl.Cl.[NH2:3][C:4]1[C:19]([Cl:20])=[CH:18][C:7]([C:8]([NH:10][CH2:11][CH:12]2[CH2:17][CH2:16][NH:15][CH2:14][CH2:13]2)=[O:9])=[C:6]([O:21][CH3:22])[CH:5]=1.C(=O)([O-])[O-].[K+].[K+].Br[CH2:30][CH2:31][CH2:32][CH2:33][CH2:34][C:35]([C:37]1[C:38]2[CH:45]=[CH:44][CH:43]=[CH:42][C:39]=2[S:40][CH:41]=1)=[O:36]>>[NH2:3][C:4]1[C:19]([Cl:20])=[CH:18][C:7]([C:8]([NH:10][CH2:11][CH:12]2[CH2:13][CH2:14][N:15]([CH2:30][CH2:31][CH2:32][CH2:33][CH2:34][C:35]([C:37]3[C:38]4[CH:45]=[CH:44][CH:43]=[CH:42][C:39]=4[S:40][CH:41]=3)=[O:36])[CH2:16][CH2:17]2)=[O:9])=[C:6]([O:21][CH3:22])[CH:5]=1 |f:0.1.2,3.4.5|. Procedure details: 4-Amino-5-chloro-2-methoxy-N-(piperidin-4-ylmethyl)benzamide dihydrochloride (0.50 g) as starting compound, potassium carbonate (0.75 g) and 6-bromo-1-(3-benzo[b]thienyl)-1-hexanone (0.42 g) were reacted and treated in the same manner as in Example 172 to give 0.32 g of 4-amino-5-chloro-N-((1-(6-(3-benzo[b]thienyl)-6-oxohexyl)piperidin-4-yl)-methyl)-2-methoxybenzamide. Reactants: C[O-].[Na+] (sodium methoxide), IC (iodomethane), 67.7, NC1=NC(=C(C(N1)=O)CCO)C (2-amino-5-(2-hydroxyethyl)-6-methyl-4(3H)-pyrimidinone). Solvent: C(C)O (ethanol). Conditions: time 4 hour. Yields the product 58.3, NC1=NC(=C(C(N1C)=O)CCO)C (2-amino-5-(2-hydroxy-ethyl)-3,6-dimethyl-4(3H)-pyrimidinone). Yield: 79.6%. RXN SMILES: [NH2:1][C:2]1[NH:7][C:6](=[O:8])[C:5]([CH2:9][CH2:10][OH:11])=[C:4]([CH3:12])[N:3]=1.[CH3:13][O-].[Na+].IC>C(O)C>[NH2:1][C:2]1[N:7]([CH3:13])[C:6](=[O:8])[C:5]([CH2:9][CH2:10][OH:11])=[C:4]([CH3:12])[N:3]=1 |f:1.2|. Procedure details: To a stirred mixture of 67.7 parts of 2-amino-5-(2-hydroxyethyl)-6-methyl-4(3H)-pyrimidinone and 800 parts of ethanol were added 80 parts of a sodium methoxide solution 30%. The reaction mixture was heated to reflux temperature and 62.5 parts of iodomethane were added dropwise. Upon complete addition, stirring was continued for 4 hours at reflux temperature. The reaction mixture was evaporated and the residue was suspended in 400 parts of water. The precipitated product was filtered off, washed ...